From a dataset of the Open Reaction Database (ORD), a public repository of structured organic reaction records. describe an organic reaction: reactants, conditions, products, and yield The reactants are C(C)OC1=C(CCl)C=CC(=C1)CC(=O)NC(CCC)C1=C(C=CC=C1)N1CCCCC1 (2-ethoxy-4-[N-{1-(2-piperidino-phenyl)-1-butyl}-aminocarbonylmethyl]-benzyl chloride), [H][H] (hydrogen). Run in O1CCOCC1 (dioxane). Run at time 3 hour. The product is C(C)OC1=C(C=CC(=C1)CC(=O)NC(CCC)C1=C(C=CC=C1)N1CCCCC1)C (2-Ethoxy-4-[N-{1-(2-piperidino-phenyl)-1-butyl}-aminocarbonyl-methyl]-toluene). RXN SMILES: [CH2:1]([O:3][C:4]1[CH:11]=[C:10]([CH2:12][C:13]([NH:15][CH:16]([C:20]2[CH:25]=[CH:24][CH:23]=[CH:22][C:21]=2[N:26]2[CH2:31][CH2:30][CH2:29][CH2:28][CH2:27]2)[CH2:17][CH2:18][CH3:19])=[O:14])[CH:9]=[CH:8][C:5]=1[CH2:6]Cl)[CH3:2].[H][H]>O1CCOCC1>[CH2:1]([O:3][C:4]1[CH:11]=[C:10]([CH2:12][C:13]([NH:15][CH:16]([C:20]2[CH:25]=[CH:24][CH:23]=[CH:22][C:21]=2[N:26]2[CH2:27][CH2:28][CH2:29][CH2:30][CH2:31]2)[CH2:17][CH2:18][CH3:19])=[O:14])[CH:9]=[CH:8][C:5]=1[CH3:6])[CH3:2]. Procedure details: A mixture of 0.54 g (1.2 mmols) of 2-ethoxy-4-[N-{1-(2-piperidino-phenyl)-1-butyl}-aminocarbonylmethyl]-benzyl chloride (melting point 114°-115° C., prepared from 2-ethoxy-4-[N-{1-(2-piperidino-phenyl)-1-butyl}-aminocarbonylmethyl-benzyl alcohol and thionyl chloride in chloroform) and 10 ml of absolute dioxane was hydrogenated for 3 hours at 20° C. and a pressure of 5 bar hydrogen. The reaction mixture was then evaporated in vacuo, and the residue was taken up in a mixture of ethyl acetate and a... Reactants: solution, C(=O)(O)C=1C=NN2C1N=CC(=C2C2=CC=C(C=C2)Cl)C2=C(C=CC=C2)Cl (3-carboxy-6-(2-chlorophenyl)-7-(4-chlorophenyl)pyrazolo-[1,5-a]pyrimidine), O.ON1N=NC2=C1C=CC=C2 (1-hydroxybenzotriazole monohydrate), Cl.C(#N)C1(CCCCC1)N (1-cyanocyclohexylamine hydrochloride), solution, Cl.CN(CCCN=C=NCC)C (1-(3-dimethylamino-propyl)-3-ethylcarbodiimide hydrochloride), C(O)([O-])=O.[Na+] (sodium hydrogencarbonate). Run in C(Cl)(Cl)Cl (chloroform), C(Cl)(Cl)Cl (chloroform), CN(C=O)C (N,N-dimethylformamide), C(C)N(CC)CC (triethylamine), C(Cl)(Cl)Cl (chloroform), O (water). Run at time 15 minute. The product is ClC1=C(C=CC=C1)C=1C=NC=2N(C1C1=CC=C(C=C1)Cl)N=CC2C(NC2(CCCCC2)C#N)=O (6-(2-chlorophenyl)-7-(4-chlorophenyl)-3-[N-(1-cyanocyclohexyl)carbamoyl]pyrazolo[1,5-a]pyrimidine). The yield is 21.1%. RXN SMILES: [C:1]([C:4]1[CH:5]=[N:6][N:7]2[C:12]([C:13]3[CH:18]=[CH:17][C:16]([Cl:19])=[CH:15][CH:14]=3)=[C:11]([C:20]3[CH:25]=[CH:24][CH:23]=[CH:22][C:21]=3[Cl:26])[CH:10]=[N:9][C:8]=12)(O)=[O:2].Cl.[C:28]([C:30]1([NH2:36])[CH2:35][CH2:34][CH2:33][CH2:32][CH2:31]1)#[N:29].O.ON1C2C=CC=CC=2N=N1.Cl.CN(C)CCCN=C=NCC.C(=O)([O-])O.[Na+]>C(Cl)(Cl)Cl.CN(C)C=O.C(N(CC)CC)C.O>[Cl:26][C:21]1[CH:22]=[CH:23][CH:24]=[CH:25][C:20]=1[C:11]1[CH:10]=[N:9][C:8]2[N:7]([N:6]=[CH:5][C:4]=2[C:1](=[O:2])[NH:36][C:30]2([C:28]#[N:29])[CH2:35][CH2:34][CH2:33][CH2:32][CH2:31]2)[C:12]=1[C:13]1[CH:14]=[CH:15][C:16]([Cl:19])=[CH:17][CH:18]=1 |f:1.2,3.4,5.6,7.8|. Procedure details: To a solution of 3-carboxy-6-(2-chlorophenyl)-7-(4-chlorophenyl)pyrazolo-[1,5-a]pyrimidine (compound obtained in Reference Example 1-(4); 58 mg) and 1-cyanocyclohexylamine hydrochloride (25 mg) in chloroform (1.0 mL containing amylene) were added a 0.5 M solution of 1-hydroxybenzotriazole monohydrate in chloroform (0.45 mL containing amylene), a 0.5 M solution of 1-(3-dimethylamino-propyl)-3-ethylcarbodiimide hydrochloride in N,N-dimethylformamide (0.45 mL) and triethylamine (63 μL), and the mix... The reactants are CC1(OB(OC1(C)C)C=1C=NNC1)C (4-(4,4,5,5-tetramethyl-1,3,2-dioxaborolan-2-yl)-1H-pyrazole), ICC (iodoethane), C([O-])([O-])=O.[Cs+].[Cs+] (cesium carbonate). Run in C(C)#N (acetonitrile). Yields the product C(C)N1N=CC(=C1)B1OC(C(O1)(C)C)(C)C (1-ethyl-4-(4,4,5,5-tetramethyl-1,3,2-dioxaborolan-2-yl)-1H-pyrazole). RXN SMILES: [CH3:1][C:2]1([CH3:14])[C:6]([CH3:8])([CH3:7])[O:5][B:4]([C:9]2[CH:10]=[N:11][NH:12][CH:13]=2)[O:3]1.I[CH2:16][CH3:17].C(=O)([O-])[O-].[Cs+].[Cs+]>C(#N)C>[CH2:16]([N:12]1[CH:13]=[C:9]([B:4]2[O:5][C:6]([CH3:7])([CH3:8])[C:2]([CH3:14])([CH3:1])[O:3]2)[CH:10]=[N:11]1)[CH3:17] |f:2.3.4|. Procedure details: A mixture of 4-(4,4,5,5-tetramethyl-1,3,2-dioxaborolan-2-yl)-1H-pyrazole (0.05 g, 0.2 mmol), iodoethane (31 uL, 0.39 mmol, Sigma-Aldrich, Cat. No. 17780), and cesium carbonate (250 mg, 0.77 mmol) in acetonitrile (1 mL) was stirred at 90° C. for 2 h. After cooling it was quenched with water. The product was extracted with ethyl acetate. The extract was washed with water twice, brine once; dried over Na2SO4. After filtration the filtrate was concentrated to yield 34 mg of the product which was dir... The reactants are CN=C=O (methyl isocyanate), O1CCOCC1 (dioxane), C([O-])([O-])=O.[K+].[K+] (potassium carbonate), Cl.Cl.NC1=CC=2C(C3=C(NC(C=4N3C=CN4)=O)C2C=C1)=CC(=O)O (8-amino-10-(carboxymethylene)-5H,10H-imidazo[1,2-a]indeno[1,2-e]pyrazin-4-one dihydrochloride). Solvent: CN(C=O)C (dimethylformamide), CN(C=O)C (dimethylformamide). Run at time 30 hour. Product: C(=O)(O)C=C1C=2C=C(C=CC2C=2NC(C=3N(C21)C=CN3)=O)NC(=O)NC (10-(carboxymethylene)-8-(3-methylureido)-5H,10H-imidazo(1,2-a]indeno[1,2-e]pyrazin-4-one). RXN SMILES: Cl.Cl.[NH2:3][C:4]1[CH:20]=[CH:19][C:18]2[C:9]3[NH:10][C:11](=[O:17])[C:12]4[N:13]([CH:14]=[CH:15][N:16]=4)[C:8]=3[C:7](=[CH:21][C:22]([OH:24])=[O:23])[C:6]=2[CH:5]=1.O1CCOCC1.C(=O)([O-])[O-].[K+].[K+].[CH3:37][N:38]=[C:39]=[O:40]>CN(C)C=O>[C:22]([CH:21]=[C:7]1[C:8]2[N:13]3[CH:14]=[CH:15][N:16]=[C:12]3[C:11](=[O:17])[NH:10][C:9]=2[C:18]2[CH:19]=[CH:20][C:4]([NH:3][C:39]([NH:38][CH3:37])=[O:40])=[CH:5][C:6]1=2)([OH:24])=[O:23] |f:0.1.2,4.5.6|. Procedure details: To 11 g of 8-amino-10-(carboxymethylene)-5H,10H-imidazo[1,2-a]indeno[1,2-e]pyrazin-4-one dihydrochloride dissolved in 110 ml of dimethylformamide and 110 ml of dioxane at a temperature in the region of 20° C. are added 12.42 g of potassium carbonate, followed by dropwise addition of 5.3 ml of methyl isocyanate. The stirring is continued for 30 hours at the same temperature. The reaction medium is then filtered. The solid recovered is dried under reduced pressure (15 mmHg; 2 kPa). The residue is ... The reactants are Cl.Cl.Cl.C1(CCCCC1)N1CCC2(CCN(C2)C[C@@H]2CC[C@H](CC2)N)CC1 (Trans-4-[(8-cyclohexyl-2,8-diazaspiro[4.5]dec-2-yl)methyl]cyclohexaneamine trihydrochloride), N1C(=NC=C1)C=O (1H-imidazole-2-carbaldehyde). The product is C1(CCCCC1)N1CCC2(CCN(C2)C[C@@H]2CC[C@H](CC2)N(CC=2NC=CN2)CC=2NC=CN2)CC1 (Trans-4-[(8-cyclohexyl-2,8-diazaspiro[4.5]dec-2-yl)methyl]-N,N-bis(1H-imidazol-2-ylmethyl)cyclohexanamine). As a reaction SMILES: Cl.Cl.Cl.[CH:4]1([N:10]2[CH2:27][CH2:26][C:13]3([CH2:17][N:16]([CH2:18][C@H:19]4[CH2:24][CH2:23][C@H:22]([NH2:25])[CH2:21][CH2:20]4)[CH2:15][CH2:14]3)[CH2:12][CH2:11]2)[CH2:9][CH2:8][CH2:7][CH2:6][CH2:5]1.[NH:28]1[CH:32]=[CH:31][N:30]=[C:29]1[CH:33]=O>>[CH:4]1([N:10]2[CH2:27][CH2:26][C:13]3([CH2:17][N:16]([CH2:18][C@H:19]4[CH2:20][CH2:21][C@H:22]([N:25]([CH2:33][C:29]5[NH:28][CH:32]=[CH:31][N:30]=5)[CH2:33][C:29]5[NH:30][CH:31]=[CH:32][N:28]=5)[CH2:23][CH2:24]4)[CH2:15][CH2:14]3)[CH2:12][CH2:11]2)[CH2:5][CH2:6][CH2:7][CH2:8][CH2:9]1 |f:0.1.2.3|. Procedure details: With the compound produced in Example 25 and 1H-imidazole-2-carbaldehyde, the same operation as in Example 2 was performed to obtain the title compound having the following physical properties. Starting materials: C, CC1(C)Oc2cc([N+](=O)[O-])c(N)cc2C(N2CCCC2)C1O, CCO, [H][H], [Pd]. Yields the product CC1(C)Oc2cc(N)c(N)cc2C(N2CCCC2)C1O. As a reaction SMILES: [C:28].[CH3:1][C:2]1([CH3:22])[CH:3]([OH:21])[CH:4]([N:16]2[CH2:17][CH2:18][CH2:19][CH2:20]2)[c:5]2[c:6]([cH:8][c:9]([N+:13]([O-:14])=[O:15])[c:10]([NH2:12])[cH:11]2)[O:7]1.[CH3:25][CH2:26][OH:27].[H:23][H:24].[Pd:29]>>[CH3:1][C:2]1([CH3:22])[CH:3]([OH:21])[CH:4]([N:16]2[CH2:17][CH2:18][CH2:19][CH2:20]2)[c:5]2[c:6]([cH:8][c:9]([NH2:13])[c:10]([NH2:12])[cH:11]2)[O:7]1.